This data is from the Open Reaction Database (ORD), a public repository of structured organic reaction records. The task is: describe an organic reaction: reactants, conditions, products, and yield Product: N(=C=O)C(C(=O)OC)CC=CCOC(C)=O (methyl 2-isocyanato-6-acetyloxy-4-hexenoate). Starting materials: O=C(OC(Cl)(Cl)Cl)Cl (diphosgene), NC(C(=O)OC)CC=CCOC(C)=O (methyl 2-amino-6-acetyloxy-4-hexenoate), C (charcoal). RXN SMILES: [O:1]=[C:2](Cl)OC(Cl)(Cl)Cl.[NH2:9][CH:10]([CH2:15][CH:16]=[CH:17][CH2:18][O:19][C:20](=[O:22])[CH3:21])[C:11]([O:13][CH3:14])=[O:12].C>O1CCOCC1>[N:9]([CH:10]([CH2:15][CH:16]=[CH:17][CH2:18][O:19][C:20](=[O:22])[CH3:21])[C:11]([O:13][CH3:14])=[O:12])=[C:2]=[O:1]. Reported procedure: 0.35 mol diphosgene is added dropwise over 1 hour to a mixture of 0.28 mol of methyl 2-amino-6-acetyloxy-4-hexenoate, prepared as described by D. Ferroud, J. P. Genet, and R. Kiolle in Tetrahedron Letters, 1986, 27, 23-26, and 0.4 g activated charcoal in 400 mL dioxane under N2. The reaction mixture is then heated and stirred at reflux for 21/2 hours. The reaction mixture is then cooled, filtered, and concentrated to dryness by rotary evaporator, keeping exposure to moisture to a minimum. The cr... Run in O1CCOCC1 (dioxane). Reactants: CC(=NOCC(=O)OC(C)(C)C)c1ccc(NS(C)(=O)=O)c(Oc2ccc(F)cc2F)c1, COc1ccccc1, ClCCl, O=C(O)C(F)(F)F. The product is CC(=NOCC(=O)O)c1ccc(NS(C)(=O)=O)c(Oc2ccc(F)cc2F)c1. As a reaction SMILES: [C:1]([CH3:2])([CH3:3])([CH3:4])[O:5][C:6](=[O:7])[CH2:8][O:9][N:10]=[C:11]([CH3:12])[c:13]1[cH:14][c:15]([O:24][c:25]2[c:26]([F:32])[cH:27][c:28]([F:31])[cH:29][cH:30]2)[c:16]([NH:17][S:18](=[O:19])(=[O:20])[CH3:21])[cH:22][cH:23]1.[CH3:33][O:34][c:35]1[cH:36][cH:37][cH:38][cH:39][cH:40]1.[Cl:48][CH2:49][Cl:50].[OH:41][C:42]([C:43]([F:44])([F:45])[F:46])=[O:47]>>[O:5]=[C:6]([OH:7])[CH2:8][O:9][N:10]=[C:11]([CH3:12])[c:13]1[cH:14][c:15]([O:24][c:25]2[c:26]([F:32])[cH:27][c:28]([F:31])[cH:29][cH:30]2)[c:16]([NH:17][S:18](=[O:19])(=[O:20])[CH3:21])[cH:22][cH:23]1. The reactants are Cl (hydrochloric acid), ClC=1OC(=C(N1)C1=CC=C(C=C1)Cl)CCC(=O)O (2-chloro-4-(4-chlorophenyl)-5-oxazolepropionic acid), C1(=CC=CC=C1)O (phenol), C([O-])([O-])=O.[K+].[K+] (potassium carbonate). Run in CN(C=O)C (N,N-dimethylformamide), O (Water). Run at temperature 140 celsius, time 3 hour. The product is ClC1=CC=C(C=C1)C=1N=C(OC1CCC(=O)O)OC1=CC=CC=C1 (4-(4-chlorophenyl)-2-phenoxy-5-oxazolepropionic acid). Yield: 93.1%. RXN SMILES: Cl[C:2]1[O:3][C:4]([CH2:14][CH2:15][C:16]([OH:18])=[O:17])=[C:5]([C:7]2[CH:12]=[CH:11][C:10]([Cl:13])=[CH:9][CH:8]=2)[N:6]=1.[C:19]1([OH:25])[CH:24]=[CH:23][CH:22]=[CH:21][CH:20]=1.C(=O)([O-])[O-].[K+].[K+].Cl>O.CN(C)C=O>[Cl:13][C:10]1[CH:11]=[CH:12][C:7]([C:5]2[N:6]=[C:2]([O:25][C:19]3[CH:24]=[CH:23][CH:22]=[CH:21][CH:20]=3)[O:3][C:4]=2[CH2:14][CH2:15][C:16]([OH:18])=[O:17])=[CH:8][CH:9]=1 |f:2.3.4|. Procedure: A mixture of 2-chloro-4-(4-chlorophenyl)-5-oxazolepropionic acid (1.43 g), phenol (0.94 g), potassium carbonate (2.10 g) and N,N-dimethylformamide (10 ml) was stirred at 140° C. for 3 hours. Water was added to the reaction mixture, which was then acidified with 6N hydrochloric acid. The crystals thus precipitated were collected by filtration to obtain 4-(4-chlorophenyl)-2-phenoxy-5-oxazolepropionic acid (1.60 g, 93%). This was recrystallized from ethyl acetate to give colorless needles. mp 136-1... Starting materials: CCOC(=O)Cl, O=C([O-])[O-], Cc1ccccc1, [K+], [K+], O, C=CCOCCn1c(CC2CCN(Cc3ccccc3)CC2)nc2cccnc21. The product is C=CCOCCn1c(CC2CCN(C(=O)OCC)CC2)nc2cccnc21. As a reaction SMILES: [C:37]([O:38][CH2:39][CH3:40])(=[O:41])[Cl:42].[C:43](=[O:44])([O-:45])[O-:46].[CH3:30][c:31]1[cH:32][cH:33][cH:34][cH:35][cH:36]1.[K+:47].[K+:48].[OH2:49].[c:1]1([CH2:2][N:8]2[CH2:9][CH2:10][CH:11]([CH2:14][c:15]3[n:16][c:17]4[c:18]([n:19][cH:20][cH:21][cH:22]4)[n:23]3[CH2:24][CH2:25][O:26][CH2:27][CH:28]=[CH2:29])[CH2:12][CH2:13]2)[cH:3][cH:4][cH:5][cH:6][cH:7]1>>[N:8]1([C:37]([O:38][CH2:39][CH3:40])=[O:41])[CH2:9][CH2:10][CH:11]([CH2:14][c:15]2[n:16][c:17]3[c:18]([n:19][cH:20][cH:21][cH:22]3)[n:23]2[CH2:24][CH2:25][O:26][CH2:27][CH:28]=[CH2:29])[CH2:12][CH2:13]1. The reactants are CCOC(C)=O, ClC(Cl)Cl, Nc1nc2ccccc2n1CCN1CCOCC1, O=C(CBr)c1ccc(O)cc1. Yields the product [Br-], CC(=O)c1ccc(O)cc1. As a reaction SMILES: [CH3:34][CH2:35][O:36][C:37](=[O:38])[CH3:39].[CH:30]([Cl:31])([Cl:32])[Cl:33].[NH2:1][c:2]1[n:3]([CH2:4][CH2:5][N:6]2[CH2:7][CH2:8][O:9][CH2:10][CH2:11]2)[c:12]2[cH:13][cH:14][cH:15][cH:16][c:17]2[n:18]1.[OH:19][c:20]1[cH:21][cH:22][c:23]([C:24]([CH2:25][Br:26])=[O:27])[cH:28][cH:29]1>>[Br-:26].[OH:19][c:20]1[cH:21][cH:22][c:23]([C:24]([CH3:25])=[O:27])[cH:28][cH:29]1. The reactants are O (water), C(C)OCC (diethyl ether), ClCCCSCC1=NC=CC=C1 (pyrid-2-ylmethyl 3-chloropropyl sulphide), potassium tert.-butylate, CN(C)P(=O)(N(C)C)N(C)C (hexamethylphosphorotriamide). Run in O1CCCC1 (tetrahydrofuran), O1CCCC1 (tetrahydrofuran). Conditions: time 1 hour. Product: N1=C(C=CC=C1)C1SCCC1 (2-(Pyrid-2-yl)-tetrahydrothiophene). The yield is 69.9%. Reaction SMILES: Cl[CH2:2][CH2:3][CH2:4][S:5][CH2:6][C:7]1[CH:12]=[CH:11][CH:10]=[CH:9][N:8]=1.CN(P(N(C)C)(N(C)C)=O)C.O.C(OCC)C>O1CCCC1>[N:8]1[CH:9]=[CH:10][CH:11]=[CH:12][C:7]=1[CH:6]1[CH2:2][CH2:3][CH2:4][S:5]1. Procedure details: A solution of pyrid-2-ylmethyl 3-chloropropyl sulphide (330 g) in anhydrous tetrahydrofuran (400 cc) is added dropwise, in the course of 20 minutes, at a temperature of about 25° C., to a solution of potassium tert.-butylate (283 g) in a mixture of anhydrous hexamethylphosphorotriamide (428 cc) and anhydrous tetrahydrofuran (2300 cc). After stirring for 1 hour, the reaction mixture is added to a mixture of distilled water (4200 cc) and diethyl ether (2500 cc). After decantation, the aqueous phas...